The task is: describe an organic reaction: reactants, conditions, products, and yield. This data is from the Open Reaction Database (ORD), a public repository of structured organic reaction records. The reactants are BrC=1C=CC(=C(C1)C=1NC(C2=C(N1)C(=NN2C)CCC)=O)OCC (5-(5-bromo-2-ethoxyphenyl)-1-methyl-3-n-propyl-1,6-dihydro-7H-pyrazolo[4,3-d]pyrimidin-7-one), N1C=NC=C1 (imidazole), C([O-])([O-])=O.[K+].[K+] (potassium carbonate), II (iodine). The reagents and catalysts are [Cu] (copper bronze). Run in O (water), CN(C=O)C (dimethylformamide). Yields the product C(C)OC1=C(C=C(C=C1)N1C=NC=C1)C=1NC(C2=C(N1)C(=NN2C)CCC)=O (5-[2-Ethoxy-5-(1-imidazolyl)phenyl]-1-methyl-3-n-propyl-1,6-dihydro-7H-pyrazolo[4,3-d]pyrimidin-7-one). Yield: 7.7%. As a reaction SMILES: Br[C:2]1[CH:3]=[CH:4][C:5]([O:22][CH2:23][CH3:24])=[C:6]([C:8]2[NH:9][C:10](=[O:21])[C:11]3[N:16]([CH3:17])[N:15]=[C:14]([CH2:18][CH2:19][CH3:20])[C:12]=3[N:13]=2)[CH:7]=1.[NH:25]1[CH:29]=[CH:28][N:27]=[CH:26]1.C(=O)([O-])[O-].[K+].[K+].II>CN(C)C=O.[Cu].O>[CH2:23]([O:22][C:5]1[CH:4]=[CH:3][C:2]([N:25]2[CH:29]=[CH:28][N:27]=[CH:26]2)=[CH:7][C:6]=1[C:8]1[NH:9][C:10](=[O:21])[C:11]2[N:16]([CH3:17])[N:15]=[C:14]([CH2:18][CH2:19][CH3:20])[C:12]=2[N:13]=1)[CH3:24] |f:2.3.4|. Procedure details: A solution of 5-(5-bromo-2-ethoxyphenyl)-1-methyl-3-n-propyl-1,6-dihydro-7H-pyrazolo[4,3-d]pyrimidin-7-one (0.20 g, 0.0051 mol), imidazole (0.172 g, 0.0025 mol), anhydrous potassium carbonate (0.077 g, 0.00056 mol), copper bronze (0.036 g, 0.00057 mol) and iodine (0.015 g, 0.00012 mol) in dimethylformamide (10 ml) was heated under reflux under nitrogen for 4.5 hours, cooled and poured into water (50 ml). This mixture was extracted with a 9:1 mixture of dichloromethane and methanol (6×50 ml) and ... Reactants: O=C([O-])O, O=C(Cl)CCl, ClCCl, CC(C)(O)C(C)(N)c1cc(Br)ccc1F, [Na+]. The product is CC(C)(O)C(C)(NC(=O)CCl)c1cc(Br)ccc1F. Reaction SMILES: [C:16](=[O:17])([O-:18])[OH:19].[Cl:21][CH2:22][C:23](=[O:24])[Cl:25].[Cl:26][CH2:27][Cl:28].[NH2:1][C:2]([C:3]([CH3:4])([OH:5])[CH3:6])([CH3:7])[c:8]1[c:9]([F:15])[cH:10][cH:11][c:12]([Br:14])[cH:13]1.[Na+:20]>>[NH:1]([C:2]([C:3]([CH3:4])([OH:5])[CH3:6])([CH3:7])[c:8]1[c:9]([F:15])[cH:10][cH:11][c:12]([Br:14])[cH:13]1)[C:23]([CH2:22][Cl:21])=[O:24]. Starting materials: [H-].[Na+] (sodium hydride), C(C1=CC=CC=C1)OC(=O)NC(C(=O)OC)P(=O)(OCC)OCC (Methyl 2-(benzyloxycarbonylamino)-2-(diethoxyphosphoryl)acetate), C(=O)C=1C(=NC=C(C1)C1=CC=CC=C1)NC(OC(C)(C)C)=O (tert-Butyl 3-formyl-5-phenylpyridin-2-ylcarbamate). Run in C1CCOC1 (THF), C1CCOC1 (THF). Reaction conditions: temperature 0 celsius, time 20 minute. Yields the product C(C1=CC=CC=C1)OC(=O)N\C(\C(=O)OC)=C/C=1C(=NC=C(C1)C1=CC=CC=C1)NC(=O)OC(C)(C)C ((Z)-Methyl 2-(benzyloxycarbonylamino)-3-(2-(tert-butoxycarbonyl amino)-5-phenylpyridin-3-yl)acrylate). The yield is 44.3%. RXN SMILES: [H-].[Na+].[CH2:3]([O:10][C:11]([NH:13][CH:14](P(OCC)(OCC)=O)[C:15]([O:17][CH3:18])=[O:16])=[O:12])[C:4]1[CH:9]=[CH:8][CH:7]=[CH:6][CH:5]=1.[CH:27]([C:29]1[C:30]([NH:41][C:42](=[O:48])[O:43][C:44]([CH3:47])([CH3:46])[CH3:45])=[N:31][CH:32]=[C:33]([C:35]2[CH:40]=[CH:39][CH:38]=[CH:37][CH:36]=2)[CH:34]=1)=O>C1COCC1>[CH2:3]([O:10][C:11]([NH:13]/[C:14](=[CH:27]\[C:29]1[C:30]([NH:41][C:42]([O:43][C:44]([CH3:47])([CH3:46])[CH3:45])=[O:48])=[N:31][CH:32]=[C:33]([C:35]2[CH:40]=[CH:39][CH:38]=[CH:37][CH:36]=2)[CH:34]=1)/[C:15]([O:17][CH3:18])=[O:16])=[O:12])[C:4]1[CH:5]=[CH:6][CH:7]=[CH:8][CH:9]=1 |f:0.1|. Reported procedure: To a slurry of 60% of sodium hydride (156 mg, 3.90 mmol) in THF (8 niL) at 0° C. was added 1A (1.2 g, 3.34 mmol) in several portions over 10 min. The reaction mixture was then brought to RT for 20 min, then cooled again at 0° C. A suspension of 1D (830 mg, 2.78 mmol) in THF (10 mL) was added over 10 min at 0° C., then the reaction was warmed up to RT. After stirring for 20 min, the reaction was quenched with water (30 mL). The aqueous layer was extracted with EtOAc (50 mL×2). The combined organi... As a reaction SMILES: [CH2:1]([CH3:2])[O:3][C:4](=[O:5])[c:6]1[c:7]([N+:28]([O-:29])=[O:30])[c:8]([NH:20][c:21]2[cH:22][c:23]([OH:27])[cH:24][cH:25][cH:26]2)[n:9][c:10]([NH:12][c:13]2[cH:14][c:15]([OH:19])[cH:16][cH:17][cH:18]2)[n:11]1.[CH3:31][CH2:32][OH:33]>>[CH2:1]([CH3:2])[O:3][C:4](=[O:5])[c:6]1[c:7]([NH2:28])[c:8]([NH:20][c:21]2[cH:22][c:23]([OH:27])[cH:24][cH:25][cH:26]2)[n:9][c:10]([NH:12][c:13]2[cH:14][c:15]([OH:19])[cH:16][cH:17][cH:18]2)[n:11]1. Starting materials: CCOC(=O)c1nc(Nc2cccc(O)c2)nc(Nc2cccc(O)c2)c1[N+](=O)[O-], CCO. Yields the product CCOC(=O)c1nc(Nc2cccc(O)c2)nc(Nc2cccc(O)c2)c1N.